From a dataset of the Open Reaction Database (ORD), a public repository of structured organic reaction records. describe an organic reaction: reactants, conditions, products, and yield Reactants: NC(=O)c1cc2c(OCc3ccccc3)cccc2[nH]1, CO, CCCCCC, [H][H]. Yields the product NC(=O)c1cc2c(O)cccc2[nH]1. RXN SMILES: [CH2:1]([c:2]1[cH:3][cH:4][cH:5][cH:6][cH:7]1)[O:8][c:9]1[c:10]2[cH:11][c:12]([C:18](=[O:19])[NH2:20])[nH:13][c:14]2[cH:15][cH:16][cH:17]1.[CH3:23][OH:24].[CH3:25][CH2:26][CH2:27][CH2:28][CH2:29][CH3:30].[H:21][H:22]>>[OH:8][c:9]1[c:10]2[cH:11][c:12]([C:18](=[O:19])[NH2:20])[nH:13][c:14]2[cH:15][cH:16][cH:17]1.